The task is: describe an organic reaction: reactants, conditions, products, and yield. This data is from the Open Reaction Database (ORD), a public repository of structured organic reaction records. Reactants: CC(=O)O, C1CCNCC1, O=Cc1ccc2c(c1)OCO2, CC(=O)CC(C)=O, CC(C)O. The product is CC(=O)C(=Cc1ccc2c(c1)OCO2)C(C)=O. As a reaction SMILES: [C:25]([OH:26])(=[O:27])[CH3:28].[CH2:19]1[CH2:20][CH2:21][NH:22][CH2:23][CH2:24]1.[CH2:8]1[O:9][c:10]2[cH:11][c:12]([CH:13]=[O:14])[cH:15][cH:16][c:17]2[O:18]1.[CH3:1][C:2](=[O:3])[CH2:4][C:5]([CH3:6])=[O:7].[CH:29]([OH:30])([CH3:31])[CH3:32]>>[CH3:1][C:2](=[O:3])[C:4]([C:5]([CH3:6])=[O:7])=[CH:13][c:12]1[cH:11][c:10]2[c:17]([cH:16][cH:15]1)[O:18][CH2:8][O:9]2. Starting materials: Fc1ccc2scc(Br)c2c1, CC(=O)OC(C)=O, CC(=O)O, O, O=[N+]([O-])O. Product: O=[N+]([O-])c1sc2ccc(F)cc2c1Br. RXN SMILES: [Br:9][c:10]1[c:11]2[c:12]([s:13][cH:14]1)[cH:15][cH:16][c:17]([F:19])[cH:18]2.[CH3:20][C:21]([O:22][C:23](=[O:24])[CH3:25])=[O:26].[CH3:5][C:6](=[O:7])[OH:8].[OH2:27].[OH:1][N+:2]([O-:3])=[O:4]>>[O-:1][N+:2](=[O:4])[c:14]1[c:10]([Br:9])[c:11]2[c:12]([s:13]1)[cH:15][cH:16][c:17]([F:19])[cH:18]2. Reactants: O=C([O-])[O-], C=CC(=O)OC, CC(=O)[O-], CC(=O)[O-], COc1ncc(I)cn1, CN(C)C=O, CCCC[N+](CCCC)(CCCC)CCCC, [Cl-], [K+], [K+], O, [Pd+2]. Product: COC(=O)C=Cc1cnc(OC)nc1. As a reaction SMILES: [C:10](=[O:11])([O-:12])[O-:13].[C:16]([CH:17]=[CH2:18])(=[O:19])[O:20][CH3:21].[C:46]([O-:47])(=[O:48])[CH3:49].[C:51]([O-:52])(=[O:53])[CH3:54].[CH3:1][O:2][c:3]1[n:4][cH:5][c:6]([I:9])[cH:7][n:8]1.[CH3:23][N:24]([CH3:25])[CH:26]=[O:27].[CH3:29][CH2:30][CH2:31][CH2:32][N+:33]([CH2:34][CH2:35][CH2:36][CH3:37])([CH2:38][CH2:39][CH2:40][CH3:41])[CH2:42][CH2:43][CH2:44][CH3:45].[Cl-:28].[K+:14].[K+:15].[OH2:22].[Pd+2:50]>>[CH3:1][O:2][c:3]1[n:4][cH:5][c:6]([CH:18]=[CH:17][C:16](=[O:19])[O:20][CH3:21])[cH:7][n:8]1. Reactants: C(C)(=O)NC=1SC(=NN1)S(=O)(=O)Cl (2-acetamido-5-chlorosulfonyl-1,3,4-thiadiazole), aqueous solution, CNC (dimethylamine), Cl (hydrochloric acid). Run at temperature 20 celsius, time 2 hour. Product: C(C)(=O)NC=1SC(=NN1)S(=O)(=O)N(C)C (2-acetamido-5-(N,N-dimethylaminosulfonyl)-1,3,4-thiadiazole). As a reaction SMILES: [C:1]([NH:4][C:5]1[S:6][C:7]([S:10](Cl)(=[O:12])=[O:11])=[N:8][N:9]=1)(=[O:3])[CH3:2].Cl.[CH3:15][NH:16][CH3:17]>>[C:1]([NH:4][C:5]1[S:6][C:7]([S:10]([N:16]([CH3:17])[CH3:15])(=[O:12])=[O:11])=[N:8][N:9]=1)(=[O:3])[CH3:2]. Procedure: A 40% aqueous solution of dimethylamine (400 ml) was charged into a glass reaction vessel fitted with a mechanical stirrer and thermometer. The solution was cooled to 20° C. and stirred while 2-acetamido-5-chlorosulfonyl-1,3,4-thiadiazole (250 grams) was slowly added. Ther temperature of the reaction mixture was kept between 0° and 20° C. during this addition. Stirring was then continued at room temperature for a period of about 2 hours. The reaction mixture was then treated with 6N hydrochloric... Reactants: C(C)C1=CC=C(C=C1)NC=1C=NN(C1C(=O)O)C (4-[(4-ethylphenyl)amino]-1-methyl-1H-pyrazole-5-carboxylic acid), FC1=CC=C(C=C1)NC=1C=NN(C1C(=O)O)C (4-[(4-fluorophenyl)amino]-1-methyl-1H-pyrazole-5-carboxylic acid). The product is C(C)C1=CC=2C(C3=C(NC2C=C1)C=NN3C)=O (7-ETHYL-1-METHYL-1,4-DIHYDRO-9H-PYRAZOLO[4,3-b]QUINOLIN-9-ONE). Reported procedure: The title compound was prepared according to the procedure of step 2 in EXAMPLE 1 using 4-[(4-ethylphenyl)amino]-1-methyl-1H-pyrazole-5-carboxylic acid (EXAMPLE 6, step 1), instead of 4-[(4-fluorophenyl)amino]-1-methyl-1H-pyrazole-5-carboxylic acid. Reaction SMILES: [CH2:1]([C:3]1[CH:8]=[CH:7][C:6]([NH:9][C:10]2[CH:11]=[N:12][N:13]([CH3:18])[C:14]=2[C:15]([OH:17])=O)=[CH:5][CH:4]=1)[CH3:2].FC1C=CC(NC2C=NN(C)C=2C(O)=O)=CC=1>>[CH2:1]([C:3]1[CH:4]=[CH:5][C:6]2[NH:9][C:10]3[CH:11]=[N:12][N:13]([CH3:18])[C:14]=3[C:15](=[O:17])[C:7]=2[CH:8]=1)[CH3:2].